Task: describe an organic reaction: reactants, conditions, products, and yield. Dataset: the Open Reaction Database (ORD), a public repository of structured organic reaction records Starting materials: COC1=C(C2=C(NC(CN(C2)C(C(F)(F)F)=O)=O)C=C1)[N+](=O)[O-] (7-Methoxy-6-nitro-4-(2,2,2-trifluoro-acetyl)-1,3,4,5-tetrahydro-benzo[e][1,4]diazepin-2-one), N (Ammonia). Run in CO (Methanol). Conditions: time 22 hour. Yields the product COC1=C(C2=C(NC(CNC2)=O)C=C1)[N+](=O)[O-] (7-Methoxy-6-nitro-1,3,4,5-tetrahydro-benzo[e][1,4]diazepin-2-one). Isolated yield 90.9%. RXN SMILES: [CH3:1][O:2][C:3]1[CH:20]=[CH:19][C:6]2[NH:7][C:8](=[O:18])[CH2:9][N:10](C(=O)C(F)(F)F)[CH2:11][C:5]=2[C:4]=1[N+:21]([O-:23])=[O:22].N>CO>[CH3:1][O:2][C:3]1[CH:20]=[CH:19][C:6]2[NH:7][C:8](=[O:18])[CH2:9][NH:10][CH2:11][C:5]=2[C:4]=1[N+:21]([O-:23])=[O:22]. Procedure: A mixture of 7-Methoxy-6-nitro-4-(2,2,2-trifluoro-acetyl)-1,3,4,5-tetrahydro-benzo[e][1,4]diazepin-2-one (1.70 g, 0.00510 mol) and 7.0 M of Ammonia in Methanol (30 mL) was stirred at room temperature for 22 hrs. The reaction was evaporated to give 7-Methoxy-6-nitro-1,3,4,5-tetrahydro-benzo[e][1,4]diazepin-2-one as a tan solid (1.10 g, 90%). Mp 220-222° C.; LCMS (m/e) 237 (M); 1H-NMR (DMSO, 400 MHz) 6 1H-NMR (DMSO, 400 MHz) δ 9.92 (s, 1H), 7.257-20 (q, 2H, J=3.79 Hz), 3.83 (s, 3H), 3.69 (d, 2H), ... Starting materials: C([O-])([O-])=O.[Cs+].[Cs+] (caesium carbonate), BrCC1=CC=C(C=C1)F (1-(bromomethyl)-4-fluorobenzene), N1(CCOCC1)C=1N=C2N(C(C1)=O)CC[C@H](N2)C(F)(F)F ((S)-2-morpholin-4-yl-8-trifluoromethyl-6,7,8,9-tetrahydro-pyrimido[1,2-a]pyrimidin-4-one). Run in C(C)#N (acetonitrile). Conditions: temperature 80 celsius. Product: FC1=CC=C(CN2[C@@H](CCN3C2=NC(=CC3=O)N3CCOCC3)C(F)(F)F)C=C1 ((8S)-9-(4-fluorobenzyl)-2-(morpholin-4-yl)-8-(trifluoromethyl)-6,7,8,9-tetrahydro-4H-pyrimido[1,2-a]pyrimidin-4-one). RXN SMILES: C(=O)([O-])[O-].[Cs+].[Cs+].Br[CH2:8][C:9]1[CH:14]=[CH:13][C:12]([F:15])=[CH:11][CH:10]=1.[N:16]1([C:22]2[N:23]=[C:24]3[NH:32][C@H:31]([C:33]([F:36])([F:35])[F:34])[CH2:30][CH2:29][N:25]3[C:26](=[O:28])[CH:27]=2)[CH2:21][CH2:20][O:19][CH2:18][CH2:17]1>C(#N)C>[F:15][C:12]1[CH:13]=[CH:14][C:9]([CH2:8][N:32]2[C:24]3=[N:23][C:22]([N:16]4[CH2:21][CH2:20][O:19][CH2:18][CH2:17]4)=[CH:27][C:26](=[O:28])[N:25]3[CH2:29][CH2:30][C@H:31]2[C:33]([F:34])([F:35])[F:36])=[CH:10][CH:11]=1 |f:0.1.2|. Procedure: 0.536 g of caesium carbonate and 0.44 ml of 1-(bromomethyl)-4-fluorobenzene are added, under an argon atmosphere, to a solution of 300 mg of (S)-2-morpholin-4-yl-8-trifluoromethyl-6,7,8,9-tetrahydro-pyrimido[1,2-a]pyrimidin-4-one (Example 1e) in 3 ml of acetonitrile. The resulting mixture is then heated at 80° C. for 2 hours. The reaction mixture is then evaporated under reduced pressure and the residue obtained is then purified by silica chromatography (eluent: CH2Cl2/MeOH 98/02) so as to give ... Reactants: C(C)(C)OC=1C=C(C(=O)OC)C=CC1[N+](=O)[O-] (methyl 3-isopropoxy-4-nitrobenzoate), C[S-].[Na+] (sodium thiomethoxide), [Cl-].[Na+] (sodium chloride). Procedure details: A solution of methyl 3-isopropoxy-4-nitrobenzoate (5.7 g) in N,N'-dimethylimidazolidinone (35 mL) is treated with sodium thiomethoxide (2 g), and the mixture is stirred at room temperature for 4 hours. The mixture is then diluted with water (250 mL) containing sodium chloride (47 g), and is extracted with ethyl acetate (2×100 mL). The combined organic extracts are washed with brine (100 mL), dried over magnesium sulfate and evaporated in vacuo, to give a brown oil. The oil is subjected to flash ... Run in O (water), CN1C(N(CC1)C)=O (N,N'-dimethylimidazolidinone). RXN SMILES: [CH:1]([O:4][C:5]1[CH:6]=[C:7]([CH:12]=[CH:13][C:14]=1[N+]([O-])=O)[C:8]([O:10][CH3:11])=[O:9])([CH3:3])[CH3:2].[CH3:18][S-:19].[Na+].[Cl-].[Na+]>CN1CCN(C)C1=O.O>[CH:1]([O:4][C:5]1[CH:6]=[C:7]([CH:12]=[CH:13][C:14]=1[S:19][CH3:18])[C:8]([O:10][CH3:11])=[O:9])([CH3:3])[CH3:2] |f:1.2,3.4|. Product: C(C)(C)OC=1C=C(C(=O)OC)C=CC1SC (methyl 3-isopropoxy-4-(methylthio)benzoate). Conditions: time 4 hour. The yield is 69.9%. Reactants: CCOC(=O)c1c(CC)nc2c(cnn2CC)c1O, Cc1ccccc1, O=C(Cl)C(=O)Cl, ClCCl. Product: CCOC(=O)c1c(CC)nc2c(cnn2CC)c1Cl. Reaction SMILES: [CH2:1]([CH3:2])[n:3]1[n:4][cH:5][c:6]2[c:7]1[n:8][c:9]([CH2:18][CH3:19])[c:10]([C:13](=[O:14])[O:15][CH2:16][CH3:17])[c:11]2[OH:12].[CH3:29][c:30]1[cH:31][cH:32][cH:33][cH:34][cH:35]1.[Cl:20][C:21]([C:22]([Cl:23])=[O:24])=[O:25].[Cl:26][CH2:27][Cl:28]>>[CH2:1]([CH3:2])[n:3]1[n:4][cH:5][c:6]2[c:7]1[n:8][c:9]([CH2:18][CH3:19])[c:10]([C:13](=[O:14])[O:15][CH2:16][CH3:17])[c:11]2[Cl:20]. Reactants: CO, COC(=O)Cc1c(C)[nH]c2cc(C(F)(F)F)ccc12, [Na+], [OH-], O. Yields the product Cc1[nH]c2cc(C(F)(F)F)ccc2c1CC(=O)O. Reaction SMILES: [CH3:3][OH:4].[CH3:5][O:6][C:7]([CH2:8][c:9]1[c:10]([CH3:22])[nH:11][c:12]2[cH:13][c:14]([C:18]([F:19])([F:20])[F:21])[cH:15][cH:16][c:17]12)=[O:23].[Na+:2].[OH-:1].[OH2:24]>>[O:6]=[C:7]([CH2:8][c:9]1[c:10]([CH3:22])[nH:11][c:12]2[cH:13][c:14]([C:18]([F:19])([F:20])[F:21])[cH:15][cH:16][c:17]12)[OH:23]. Reactants: CC(C)(C)[Si](C)(C)Oc1cccc2c1nc(C(F)F)n2-c1nc(Cl)nc(N2CCOCC2)n1, C1CCOC1, CC(C)(C)OC(=O)N1CCNCC1. The product is CC(C)(C)OC(=O)N1CCN(c2nc(N3CCOCC3)nc(-n3c(C(F)F)nc4c(O[Si](C)(C)C(C)(C)C)cccc43)n2)CC1. RXN SMILES: [C:1]([CH3:2])([CH3:3])([CH3:4])[Si:5]([O:6][c:7]1[cH:8][cH:9][cH:10][c:11]2[n:12](-[c:19]3[n:20][c:21]([N:26]4[CH2:27][CH2:28][O:29][CH2:30][CH2:31]4)[n:22][c:23]([Cl:25])[n:24]3)[c:13]([CH:16]([F:17])[F:18])[n:14][c:15]12)([CH3:32])[CH3:33].[CH2:47]1[O:48][CH2:49][CH2:50][CH2:51]1.[N:34]1([C:40](=[O:41])[O:42][C:43]([CH3:44])([CH3:45])[CH3:46])[CH2:35][CH2:36][NH:37][CH2:38][CH2:39]1>>[C:1]([CH3:2])([CH3:3])([CH3:4])[Si:5]([O:6][c:7]1[cH:8][cH:9][cH:10][c:11]2[n:12](-[c:19]3[n:20][c:21]([N:26]4[CH2:27][CH2:28][O:29][CH2:30][CH2:31]4)[n:22][c:23]([N:37]4[CH2:36][CH2:35][N:34]([C:40](=[O:41])[O:42][C:43]([CH3:44])([CH3:45])[CH3:46])[CH2:39][CH2:38]4)[n:24]3)[c:13]([CH:16]([F:17])[F:18])[n:14][c:15]12)([CH3:32])[CH3:33]. The reactants are O, CC(C)(C)OC(=O)N1CCC1CO, Cc1ccc(S(=O)(=O)Cl)cc1, c1ccncc1. Product: Cc1ccc(S(=O)(=O)OCC2CCN2C(=O)OC(C)(C)C)cc1. Reaction SMILES: [OH2:25].[OH:1][CH2:2][CH:3]1[N:4]([C:7](=[O:8])[O:9][C:10]([CH3:11])([CH3:12])[CH3:13])[CH2:5][CH2:6]1.[c:14]1([CH3:24])[cH:15][cH:16][c:17]([S:20](=[O:21])(=[O:22])[Cl:23])[cH:18][cH:19]1.[cH:26]1[cH:27][cH:28][n:29][cH:30][cH:31]1>>[O:1]([CH2:2][CH:3]1[N:4]([C:7](=[O:8])[O:9][C:10]([CH3:11])([CH3:12])[CH3:13])[CH2:5][CH2:6]1)[S:20]([c:17]1[cH:16][cH:15][c:14]([CH3:24])[cH:19][cH:18]1)(=[O:21])=[O:22]. Starting materials: CC(=O)O, CO, CC(=O)c1ccccn1, Cl, [Na+], [OH-]. Yields the product CC(O)c1ccccn1. Reaction SMILES: [CH3:15][C:16](=[O:17])[OH:18].[CH3:1][OH:2].[CH3:3][C:4](=[O:5])[c:6]1[n:7][cH:8][cH:9][cH:10][cH:11]1.[ClH:12].[Na+:14].[OH-:13]>>[CH3:3][CH:4]([OH:5])[c:6]1[n:7][cH:8][cH:9][cH:10][cH:11]1. The reactants are CC(C)(C)P(c1ccccc1-c1ccccc1)C(C)(C)C, C1CCOC1, CCCC[Sn](CCCC)(CCCC)c1cc(C(=O)OC)cc(C(=O)N(C)CCC)c1, O=C(C=Cc1ccccc1)C=Cc1ccccc1, O=C(C=Cc1ccccc1)C=Cc1ccccc1, O=C(C=Cc1ccccc1)C=Cc1ccccc1, [Pd], [Pd], O=C(Cl)c1ccco1. Yields the product CCCN(C)C(=O)c1cc(C(=O)OC)cc(C(=O)c2ccco2)c1. Reaction SMILES: [C:39]([P:40]([C:41]([CH3:42])([CH3:43])[CH3:44])[c:45]1[cH:46][cH:47][cH:48][cH:49][c:50]1-[c:51]1[cH:52][cH:53][cH:54][cH:55][cH:56]1)([CH3:57])([CH3:58])[CH3:59].[CH2:60]1[O:61][CH2:62][CH2:63][CH2:64]1.[CH3:1][O:2][C:3]([c:4]1[cH:5][c:6]([C:7](=[O:8])[N:9]([CH2:10][CH2:11][CH3:12])[CH3:13])[cH:14][c:15]([Sn:17]([CH2:18][CH2:19][CH2:20][CH3:21])([CH2:22][CH2:23][CH2:24][CH3:25])[CH2:26][CH2:27][CH2:28][CH3:29])[cH:16]1)=[O:30].[CH:103](=[CH:104][C:105]([CH:106]=[CH:107][c:108]1[cH:109][cH:110][cH:111][cH:112][cH:113]1)=[O:114])[c:115]1[cH:116][cH:117][cH:118][cH:119][cH:120]1.[CH:67](=[CH:68][C:69]([CH:70]=[CH:71][c:72]1[cH:73][cH:74][cH:75][cH:76][cH:77]1)=[O:78])[c:79]1[cH:80][cH:81][cH:82][cH:83][cH:84]1.[CH:85](=[CH:86][C:87]([CH:88]=[CH:89][c:90]1[cH:91][cH:92][cH:93][cH:94][cH:95]1)=[O:96])[c:97]1[cH:98][cH:99][cH:100][cH:101][cH:102]1.[Pd:65].[Pd:66].[o:31]1[c:32]([C:36](=[O:37])[Cl:38])[cH:33][cH:34][cH:35]1>>[CH3:1][O:2][C:3]([c:4]1[cH:5][c:6]([C:7](=[O:8])[N:9]([CH2:10][CH2:11][CH3:12])[CH3:13])[cH:14][c:15]([C:36]([c:32]2[o:31][cH:35][cH:34][cH:33]2)=[O:37])[cH:16]1)=[O:30]. The reactants are CC(=O)Nc1cc(C)cc(Br)n1, C=C[Sn](CCCC)(CCCC)CCCC, C1COCCO1. Yields the product C=Cc1cc(C)cc(NC(C)=O)n1. Reaction SMILES: [Br:1][c:2]1[cH:3][c:4]([CH3:12])[cH:5][c:6]([NH:8][C:9]([CH3:10])=[O:11])[n:7]1.[CH:13](=[CH2:14])[Sn:15]([CH2:16][CH2:17][CH2:18][CH3:19])([CH2:20][CH2:21][CH2:22][CH3:23])[CH2:24][CH2:25][CH2:26][CH3:27].[O:28]1[CH2:29][CH2:30][O:31][CH2:32][CH2:33]1>>[c:2]1([CH:13]=[CH2:14])[cH:3][c:4]([CH3:12])[cH:5][c:6]([NH:8][C:9]([CH3:10])=[O:11])[n:7]1.